This data is from the Open Reaction Database (ORD), a public repository of structured organic reaction records. The task is: describe an organic reaction: reactants, conditions, products, and yield The product is O=C(O)CCn1ccc(NC(=O)C(CC2CCCC2)N2Cc3c(cccc3C(F)(F)F)C2=O)n1. RXN SMILES: [C:1]([CH3:2])([CH3:3])([CH3:4])[O:5][C:6]([CH2:7][CH2:8][n:9]1[n:10][c:11]([NH:14][C:15]([CH:16]([CH2:17][CH:18]2[CH2:19][CH2:20][CH2:21][CH2:22]2)[N:23]2[C:24](=[O:36])[c:25]3[cH:26][cH:27][cH:28][c:29]([C:32]([F:33])([F:34])[F:35])[c:30]3[CH2:31]2)=[O:37])[cH:12][cH:13]1)=[O:38].[CH2:46]([Cl:47])[Cl:48].[CH:49]([Cl:50])([Cl:51])[Cl:52].[OH:39][C:40]([C:41]([F:42])([F:43])[F:44])=[O:45]>>[O:5]=[C:6]([CH2:7][CH2:8][n:9]1[n:10][c:11]([NH:14][C:15]([CH:16]([CH2:17][CH:18]2[CH2:19][CH2:20][CH2:21][CH2:22]2)[N:23]2[C:24](=[O:36])[c:25]3[cH:26][cH:27][cH:28][c:29]([C:32]([F:33])([F:34])[F:35])[c:30]3[CH2:31]2)=[O:37])[cH:12][cH:13]1)[OH:38]. Reactants: CC(C)(C)OC(=O)CCn1ccc(NC(=O)C(CC2CCCC2)N2Cc3c(cccc3C(F)(F)F)C2=O)n1, ClCCl, ClC(Cl)Cl, O=C(O)C(F)(F)F. The reactants are C=1C=CC(=CC1)NC(=O)CCCCCCC(=O)NO (vorinostat). Run in C(C)O.O (ethanol water). Conditions: temperature 64 celsius, time 0.5 hour. The product is ONC(CCCCCCC(=O)NC1=CC=CC=C1)=O.C=1C=CC(=CC1)NC(=O)CCCCCCC(=O)NO (N-hydroxy-N′-phenyloctanediamide vorinostat). As a reaction SMILES: [CH:1]1[CH:2]=[CH:3][C:4]([NH:7][C:8]([CH2:10][CH2:11][CH2:12][CH2:13][CH2:14][CH2:15][C:16]([NH:18][OH:19])=[O:17])=[O:9])=[CH:5][CH:6]=1>C(O)C.O>[OH:19][NH:18][C:16](=[O:17])[CH2:15][CH2:14][CH2:13][CH2:12][CH2:11][CH2:10][C:8]([NH:7][C:4]1[CH:3]=[CH:2][CH:1]=[CH:6][CH:5]=1)=[O:9].[CH:1]1[CH:6]=[CH:5][C:4]([NH:7][C:8]([CH2:10][CH2:11][CH2:12][CH2:13][CH2:14][CH2:15][C:16]([NH:18][OH:19])=[O:17])=[O:9])=[CH:3][CH:2]=1 |f:1.2,3.4|. Procedure details: The seed slurry is prepared by combining vorinostat-fine dry cake (97.8-116.3 g, 0.37-0.44 mol) and 50:50 (v/v) ethanol/water solution (1.0-1.2 L). Under a minimum of 15 psig pressure, the seed slurry is heated to 62-66° C., aged for about 0.5 hours and then cooled to 60-64° C. RXN SMILES: [CH3:1][C:2]1[CH:10]=[CH:9][CH:8]=[C:7]([CH3:11])[C:3]=1[C:4](O)=[O:5].C(Cl)(=O)C([Cl:15])=O>C(Cl)Cl>[CH3:1][C:2]1[CH:10]=[CH:9][CH:8]=[C:7]([CH3:11])[C:3]=1[C:4]([Cl:15])=[O:5]. The reactants are CC1=C(C(=O)O)C(=CC=C1)C (2,6-Dimethylbenzoic acid), C(C(=O)Cl)(=O)Cl (oxalyl chloride). The solvent is C(Cl)Cl (CH2Cl2). Procedure: 2,6-Dimethylbenzoic acid (15 g, 99.88 mmol) was added to anhydrous CH2Cl2 (20 ml) at 0° C. followed by drop wise addition of oxalyl chloride (2M in CH2Cl2, 14.14 g) under argon. The reaction mixture was stirred at the same temperature for 30 minutes and then warmed to the room temperature for 1 hour, concentrated and used without purification. Yields the product CC1=C(C(=O)Cl)C(=CC=C1)C (2,6-Dimethylbenzoyl chloride). Conditions: time 30 minute.